From a dataset of the Open Reaction Database (ORD), a public repository of structured organic reaction records. describe an organic reaction: reactants, conditions, products, and yield Starting materials: C(=O)(OC(C)(C)C)N[C@@H](CO)C(=O)O (N-Boc-L-serine), C=1C=CC2=C(C1)N=NN2O (HOBT), CN1CCOCC1 (NMM), C(C1=CC=CC=C1)N (benzylamine), CCN=C=NCCCN(C)C (WSC). The solvent is CN(C)C=O (DMF), CCOC(=O)C (EtOAc). Conditions: temperature 0 celsius, time 3 hour. The product is C(C1=CC=CC=C1)NC([C@@H](N)CO)=O (N-Benzyl-L-serinamide). Yield: 91.9%. As a reaction SMILES: C([NH:8][C@H:9]([C:12]([OH:14])=O)[CH2:10][OH:11])(OC(C)(C)C)=O.C1C=CC2N(O)N=NC=2C=1.CN1CCOCC1.[CH2:32]([NH2:39])[C:33]1[CH:38]=[CH:37][CH:36]=[CH:35][CH:34]=1.CCN=C=NCCCN(C)C>CN(C=O)C.CCOC(C)=O>[CH2:32]([NH:39][C:12](=[O:14])[C@H:9]([CH2:10][OH:11])[NH2:8])[C:33]1[CH:38]=[CH:37][CH:36]=[CH:35][CH:34]=1. Procedure details: To a mixture of 4.10 g (20 mmol) of N-Boc-L-serine, 2.97 g (22 mmol) of HOBT, 2.42 mL (22 mmol) of NMM, and 2.40 mL (22 mmol) of benzylamine in 50 mL of anhydrous DMF at 0° C. was added 4.21 g of WSC. The mixture was stirred at 0° C. for 1 h and at room temperature for 3 h. This was then taken up in 300 mL of EtOAc and washed with 100 mL of H2O (2×) and brine (1×). The combined organic layers were dried over MgSO4 and concentrated. After drying under vacuum overnight, the residue was dissolved i...